From a dataset of the Open Reaction Database (ORD), a public repository of structured organic reaction records. describe an organic reaction: reactants, conditions, products, and yield Reactants: O=C(Cl)c1ccc(Cl)c([N+](=O)[O-])c1, Cl, Nc1nc(C(F)(F)F)c(Cl)s1, O, c1ccncc1. Product: O=C(Nc1nc(C(F)(F)F)c(Cl)s1)c1ccc(Cl)c([N+](=O)[O-])c1. As a reaction SMILES: [Cl:12][c:13]1[c:14]([N+:22](=[O:23])[O-:24])[cH:15][c:16]([C:17](=[O:18])[Cl:19])[cH:20][cH:21]1.[ClH:26].[NH2:1][c:2]1[s:3][c:4]([Cl:11])[c:5]([C:7]([F:8])([F:9])[F:10])[n:6]1.[OH2:25].[cH:27]1[cH:28][cH:29][n:30][cH:31][cH:32]1>>[NH:1]([c:2]1[s:3][c:4]([Cl:11])[c:5]([C:7]([F:8])([F:9])[F:10])[n:6]1)[C:17]([c:16]1[cH:15][c:14]([N+:22](=[O:23])[O-:24])[c:13]([Cl:12])[cH:21][cH:20]1)=[O:18]. Reactants: C(C1=CC=CC=C1)(C1=CC=CC=C1)C1CCN(CC1)CCCCCCNC(COCC(=O)[O-])=O.[Na+] (sodium {2-[6-(4-benzhydrylpiperidino)hexyl]amino-2-oxoethoxy}acetate), [OH-].[Na+] (NaOH). Product: C(C1=CC=CC=C1)(C1=CC=CC=C1)C1CCN(CC1)CCCCCCN (6-(4-benzhydrylpiperidino)hexanamine), C(COCC(=O)[O-])(=O)[O-] (diglycolate). As a reaction SMILES: [CH:1]([CH:14]1[CH2:19][CH2:18][N:17]([CH2:20][CH2:21][CH2:22][CH2:23][CH2:24][CH2:25][NH:26][C:27](=[O:34])[CH2:28][O:29][CH2:30][C:31]([O-:33])=[O:32])[CH2:16][CH2:15]1)([C:8]1[CH:13]=[CH:12][CH:11]=[CH:10][CH:9]=1)[C:2]1[CH:7]=[CH:6][CH:5]=[CH:4][CH:3]=1.[Na+].[OH-:36].[Na+]>>[CH:1]([CH:14]1[CH2:15][CH2:16][N:17]([CH2:20][CH2:21][CH2:22][CH2:23][CH2:24][CH2:25][NH2:26])[CH2:18][CH2:19]1)([C:8]1[CH:13]=[CH:12][CH:11]=[CH:10][CH:9]=1)[C:2]1[CH:3]=[CH:4][CH:5]=[CH:6][CH:7]=1.[C:31]([O-:33])(=[O:32])[CH2:30][O:29][CH2:28][C:27]([O-:34])=[O:36] |f:0.1,2.3|. Procedure details: A 1.02 gram (2.10 millimoles) sample of sodium {2-[6-(4-benzhydrylpiperidino)hexyl]amino-2-oxoethoxy}acetate (prepared as described in Example XIII) and 7.3 milliliters of 5N aqueous NaOH is heated under reflux temperature for 1.5 hours to obtain 6-(4-benzhydrylpiperidino)hexanamine and diglycolate in the reaction mixture; the mixture is then diluted with 25 milliliters of water and extracted with ether. The ether solution is washed with aqueous NaCl, dried with Na2SO4, and concentrated to obtai... The reactants are Cl.CNOC (N,O-dimethylhydroxylamine hydrochloride), FC(C(=O)O)(F)C1=CC=C(C=C1)F (alpha,alpha-Difluoro-4-fluorophenylacetic acid), FC1=CC=C(C=C1)Br (4-fluorobromobenzene), S(=O)(Cl)Cl (thionyl chloride), CN(C=O)C (N,N-dimethylformamide). Run in C(Cl)Cl (methylene chloride), N1=CC=CC=C1 (pyridine), O (Water). Reaction conditions: temperature 0 celsius, time 1 hour. Yields the product CON(C(C(F)(F)C1=CC=C(C=C1)F)=O)C (N-methoxy-N-methyl-alpha,alpha-difluoro-4-fluorophenyl acetamide). As a reaction SMILES: [F:1][C:2]([C:7]1[CH:12]=[CH:11][C:10]([F:13])=[CH:9][CH:8]=1)([F:6])[C:3](O)=[O:4].FC1C=CC(Br)=CC=1.S(Cl)(Cl)=O.CN(C)C=O.Cl.[CH3:32][NH:33][O:34][CH3:35]>O.C(Cl)Cl.N1C=CC=CC=1>[CH3:35][O:34][N:33]([CH3:32])[C:3](=[O:4])[C:2]([C:7]1[CH:12]=[CH:11][C:10]([F:13])=[CH:9][CH:8]=1)([F:6])[F:1] |f:4.5|. Procedure details: alpha,alpha-Difluoro-4-fluorophenylacetic acid [1.0 g, prepared from 4-fluorobromobenzene according to the method of Middleton and Bingham, J. Org. Chem., 45, 2883 (1980)] was stirred under nitrogen with thionyl chloride (0.69 g) and dry N,N-dimethylformamide (0.036 g) at room temperature for 15 minutes and then at 70°-75° C. for one hour. The solution was cooled in ice and N,O-dimethylhydroxylamine hydrochloride (0.62 g), dry pyridine (1.5 g) and methylene chloride (15 ml) were added and the mi... The reactants are COc1cc(CN)cc(OC)c1, c1ccc(C(c2ccccc2)C2CC3OC3CO2)cc1, ClC(Cl)Cl. Product: COc1cc(CNC2COC(C(c3ccccc3)c3ccccc3)CC2O)cc(OC)c1. As a reaction SMILES: [CH3:21][O:22][c:23]1[cH:24][c:25]([CH2:26][NH2:27])[cH:28][c:29]([O:31][CH3:32])[cH:30]1.[CH:1]([c:2]1[cH:3][cH:4][cH:5][cH:6][cH:7]1)([c:8]1[cH:9][cH:10][cH:11][cH:12][cH:13]1)[CH:14]1[O:15][CH2:16][CH:17]2[O:18][CH:19]2[CH2:20]1.[Cl:33][CH:34]([Cl:35])[Cl:36]>>[CH:1]([c:2]1[cH:3][cH:4][cH:5][cH:6][cH:7]1)([c:8]1[cH:9][cH:10][cH:11][cH:12][cH:13]1)[CH:14]1[O:15][CH2:16][CH:17]([NH:27][CH2:26][c:25]2[cH:24][c:23]([O:22][CH3:21])[cH:30][c:29]([O:31][CH3:32])[cH:28]2)[CH:19]([OH:18])[CH2:20]1.